From a dataset of the Open Reaction Database (ORD), a public repository of structured organic reaction records. describe an organic reaction: reactants, conditions, products, and yield Reactants: BrCCOCC (2-bromoethylethyl ether), C([O-])([O-])=O.[K+].[K+] (potassium carbonate), [I-].[Na+] (sodium iodide), BrC1=CC=C(NC)C=C1 (4-bromo-N-methylaniline), C([O-])([O-])=O.[K+].[K+] (potassium carbonate), [I-].[Na+] (sodium iodide), BrCCOCC (2-bromoethylethyl ether). Solvent: O (water), CN(C)C=O (DMF). Conditions: temperature 90 celsius, time 4 day. Product: BrC1=CC=C(N(C)CCOCC)C=C1 (4-bromo-N-(2-ethoxyethyl)-N-methylaniline). As a reaction SMILES: [Br:1][C:2]1[CH:9]=[CH:8][C:5]([NH:6][CH3:7])=[CH:4][CH:3]=1.C(=O)([O-])[O-].[K+].[K+].[I-].[Na+].Br[CH2:19][CH2:20][O:21][CH2:22][CH3:23]>CN(C=O)C.O>[Br:1][C:2]1[CH:9]=[CH:8][C:5]([N:6]([CH2:19][CH2:20][O:21][CH2:22][CH3:23])[CH3:7])=[CH:4][CH:3]=1 |f:1.2.3,4.5|. Reported procedure: To a solution of 4-bromo-N-methylaniline (18.18 g) in DMF (150 ml) were added at room temperature potassium carbonate (25.8 g), sodium iodide (28.0 g) and 2-bromoethylethyl ether (21 ml), and the mixture was stirred at 90° C. for 4 days. To the mixture were added 2-bromoethylethyl ether (10.0 ml), potassium carbonate (20.0 g) and sodium iodide (13.3 g), and the mixture was stirred for 2 days. To the mixture was added water, and the mixture was extracted with ethyl acetate. The organic layer was ... The reactants are C=Cc1nc(OCCC)n(Cc2ccc(-c3ccccc3C(=O)OC(C)(C)C)cc2F)c1C=O, Cl, NO, O, c1ccncc1. Yields the product C=Cc1nc(OCCC)n(Cc2ccc(-c3ccccc3C(=O)OC(C)(C)C)cc2F)c1C=NO. RXN SMILES: [C:1]([CH3:2])([CH3:3])([CH3:4])[O:5][C:6](=[O:7])[c:8]1[c:9](-[c:14]2[cH:15][c:16]([F:34])[c:17]([CH2:20][n:21]3[c:22]([O:30][CH2:31][CH2:32][CH3:33])[n:23][c:24]([CH:28]=[CH2:29])[c:25]3[CH:26]=[O:27])[cH:18][cH:19]2)[cH:10][cH:11][cH:12][cH:13]1.[ClH:35].[NH2:36][OH:37].[OH2:38].[cH:39]1[cH:40][cH:41][n:42][cH:43][cH:44]1>>[C:1]([CH3:2])([CH3:3])([CH3:4])[O:5][C:6](=[O:7])[c:8]1[c:9](-[c:14]2[cH:15][c:16]([F:34])[c:17]([CH2:20][n:21]3[c:22]([O:30][CH2:31][CH2:32][CH3:33])[n:23][c:24]([CH:28]=[CH2:29])[c:25]3[CH:26]=[N:36][OH:37])[cH:18][cH:19]2)[cH:10][cH:11][cH:12][cH:13]1. Starting materials: N-Aryl-benzenesulfonamides, NC1=C(C=C(C=C1)Br)C(=O)C1=CC=NC=C1 ((2-Amino-5-bromo-phenyl)-pyridin-4-yl-methanone), C(C)(C)(C)C1=CC=C(C=C1)S(=O)(=O)Cl (4-tert-butyl-benzenesulfonyl chloride). Yields the product BrC1=CC(=C(C=C1)NS(=O)(=O)C1=CC=C(C=C1)C(C)(C)C)C(=O)C1=CC=NC=C1 (N-[4-Bromo-2-(pyridine-4-carbonyl)-phenyl]-4-tert-butyl-benzenesulfonamide). RXN SMILES: [NH2:1][C:2]1[CH:7]=[CH:6][C:5]([Br:8])=[CH:4][C:3]=1[C:9]([C:11]1[CH:16]=[CH:15][N:14]=[CH:13][CH:12]=1)=[O:10].[C:17]([C:21]1[CH:26]=[CH:25][C:24]([S:27](Cl)(=[O:29])=[O:28])=[CH:23][CH:22]=1)([CH3:20])([CH3:19])[CH3:18]>>[Br:8][C:5]1[CH:6]=[CH:7][C:2]([NH:1][S:27]([C:24]2[CH:25]=[CH:26][C:21]([C:17]([CH3:20])([CH3:19])[CH3:18])=[CH:22][CH:23]=2)(=[O:29])=[O:28])=[C:3]([C:9]([C:11]2[CH:16]=[CH:15][N:14]=[CH:13][CH:12]=2)=[O:10])[CH:4]=1. Procedure: The title compound was prepared according to the general procedure for the synthesis of N-Aryl-benzenesulfonamides previously described using 138 mg of (2-Amino-5-bromo-phenyl)-pyridin-4-yl-methanone and 116 mg of 4-tert-butyl-benzenesulfonyl chloride. 1H-NMR (400 MHz, CDCl3): δ 1.27 (3, 9H), 7.41 (m, 3H), 7.50 (dd, 2H), J=4.8 Hz, 1.6 Hz), 7.67-72 (m, 4H), 8.85 (d, 2H, J=6 Hz), 10.19 (s, 1H). MS; m/z 473.9 (M30 +1). The reactants are CCOC(=O)C=CC(=O)OCC, CCOP(=O)(CC)OCC, CCO. Yields the product CCOC(=O)CC(C(=O)OCC)P(=O)(CC)OCC. RXN SMILES: [C:1]([CH:2]=[CH:3][C:4](=[O:5])[O:6][CH2:7][CH3:8])(=[O:9])[O:10][CH2:11][CH3:12].[CH2:13]([CH3:14])[P:15]([O:16][CH2:17][CH3:18])(=[O:19])[O:20][CH2:21][CH3:22].[CH3:23][CH2:24][OH:25]>>[C:1]([CH:2]([CH2:3][C:4](=[O:5])[O:6][CH2:7][CH3:8])[P:15]([CH2:13][CH3:14])([O:16][CH2:17][CH3:18])=[O:19])(=[O:9])[O:10][CH2:11][CH3:12]. Reactants: CO, Cl, COC(=O)c1cc2cnn(Cc3ccc(F)cc3)c2cn1, NO, [Na+], [OH-], O. The product is O=C(NO)c1cc2cnn(Cc3ccc(F)cc3)c2cn1. RXN SMILES: [CH3:27][OH:28].[ClH:26].[F:1][c:2]1[cH:3][cH:4][c:5]([CH2:6][n:7]2[n:8][cH:9][c:10]3[c:11]2[cH:12][n:13][c:14]([C:16](=[O:17])[O:18][CH3:19])[cH:15]3)[cH:20][cH:21]1.[NH2:22][OH:23].[Na+:25].[OH-:24].[OH2:29]>>[F:1][c:2]1[cH:3][cH:4][c:5]([CH2:6][n:7]2[n:8][cH:9][c:10]3[c:11]2[cH:12][n:13][c:14]([C:16](=[O:17])[NH:22][OH:23])[cH:15]3)[cH:20][cH:21]1. The reactants are C(C1=CC=CC=C1)OC1=CC=C2C(C(COC2=C1)N1CCC(CC1)(O)C1=CC=C(C=C1)F)O (7-benzyloxy-3-[4-(4-fluorophenyl)-4-hydroxy-piperidin-1-yl]-chroman-4-ol), CO (methanol). The reagents and catalysts are [Pd] (palladium on carbon). Run in C(C)(=O)O (acetic acid). Run at time 8 hour. The product is FC1=CC=C(C=C1)C1(CCN(CC1)C1COC2=CC(=CC=C2C1O)O)O (3-[4-(4-fluorophenyl)-4-hydroxy-piperidin-1-yl]-chroman-4,7-diol). Yield: 54.7%. RXN SMILES: C([O:8][C:9]1[CH:18]=[C:17]2[C:12]([CH:13]([OH:33])[CH:14]([N:19]3[CH2:24][CH2:23][C:22]([C:26]4[CH:31]=[CH:30][C:29]([F:32])=[CH:28][CH:27]=4)([OH:25])[CH2:21][CH2:20]3)[CH2:15][O:16]2)=[CH:11][CH:10]=1)C1C=CC=CC=1.CO>[Pd].C(O)(=O)C>[F:32][C:29]1[CH:30]=[CH:31][C:26]([C:22]2([OH:25])[CH2:23][CH2:24][N:19]([CH:14]3[CH:13]([OH:33])[C:12]4[C:17](=[CH:18][C:9]([OH:8])=[CH:10][CH:11]=4)[O:16][CH2:15]3)[CH2:20][CH2:21]2)=[CH:27][CH:28]=1. Reported procedure: A mixture of 3R*4S*7-benzyloxy-3-[4-(4-fluorophenyl)-4-hydroxy-piperidin-1-yl]-chroman-4-ol (0.80 g, 1.78 mmol), 10% palladium on carbon (0.16 g), methanol (40 mL), and acetic acid (0.8 mL) was hydrogenated for 8 hours with a starting pressure of 48.5 psi. The reaction was filtered through celite and the filtrate was concentrated. The residue was stirred vigorously with ether and saturated sodium bicarbonate for 1 hour. The solid was washed with water and ether and dried in vacuo. Recrystallizat... Starting materials: C(=O)(O)C=1C=C(C=C(C1)C(=O)O)NC(OC(C)(C)C)=O (t-Butyl N-[(3,5-dicarboxy)phenyl]carbamate), O.C1(=CC=C(C=C1)S(=O)(=O)O)C (p-toluenesulfonic acid monohydrate). Run in C1(=CC=CC=C1)C (toluene). Conditions: temperature 80 celsius. Yields the product C1(=CC=C(C=C1)S(=O)(=O)O)C.NC=1C=C(C=C(C(=O)OCC2=CC=CC=C2)C1)C(=O)OCC1=CC=CC=C1 (Dibenzyl 5-aminoisophthalate, p-toluenesulfonate salt). RXN SMILES: [C:1]([C:4]1[CH:5]=[C:6]([NH:13]C(=O)OC(C)(C)C)[CH:7]=[C:8]([C:10]([OH:12])=[O:11])[CH:9]=1)([OH:3])=[O:2].O.[C:22]1([CH3:32])[CH:27]=[CH:26][C:25]([S:28]([OH:31])(=[O:30])=[O:29])=[CH:24][CH:23]=1>C1(C)C=CC=CC=1>[C:22]1([CH3:32])[CH:23]=[CH:24][C:25]([S:28]([OH:31])(=[O:29])=[O:30])=[CH:26][CH:27]=1.[NH2:13][C:6]1[CH:7]=[C:8]([C:10]([O:12][CH2:1][C:4]2[CH:5]=[CH:6][CH:7]=[CH:8][CH:9]=2)=[O:11])[CH:9]=[C:4]([CH:5]=1)[C:1]([O:3][CH2:32][C:22]1[CH:27]=[CH:26][CH:25]=[CH:24][CH:23]=1)=[O:2] |f:1.2,4.5|. Procedure: Carbamate (7.61) (3.75 g, 8 mmol) and p-toluenesulfonic acid monohydrate (1.5 g, 8 mmol) were dissolved in toluene (55 ml) and heated at 80° C. for 45 min. A white precipitate formed during the reaction. This was collected by filtration, washed with hexanes, and dried to give the title compound which recrystallised from toluene as a white crystalline solid (needles) (3.91 g, 96%). M.p. 200°-201° C.; m/z (+ES) 362 (100%, M+H+); δH (250 MHz, d6 -DMSO) 2.5 (3H, s, CH3), 5.35 (4H, s, 2×Ar--CH2), 7.0... The reactants are O=C([O-])[O-], [Cs+], [Cs+], N#Cc1ccc(C(F)(F)F)cc1F, CN(C)C=O, O, COc1c(O)cccc1C=O. Product: COc1c(C=O)cccc1Oc1cc(C(F)(F)F)ccc1C#N. As a reaction SMILES: [C:25](=[O:26])([O-:27])[O-:28].[Cs+:29].[Cs+:30].[F:1][c:2]1[c:3]([C:4]#[N:5])[cH:6][cH:7][c:8]([C:10]([F:11])([F:12])[F:13])[cH:9]1.[O:32]=[CH:33][N:34]([CH3:35])[CH3:36].[OH2:31].[OH:14][c:15]1[c:16]([O:23][CH3:24])[c:17]([CH:18]=[O:19])[cH:20][cH:21][cH:22]1>>[c:2]1([O:14][c:15]2[c:16]([O:23][CH3:24])[c:17]([CH:18]=[O:19])[cH:20][cH:21][cH:22]2)[c:3]([C:4]#[N:5])[cH:6][cH:7][c:8]([C:10]([F:11])([F:12])[F:13])[cH:9]1. The reactants are N1N=CC(=C1)C1=CC2=C(N(C=N2)C=2C=C(C=C(C2)C2=C(C=C(C=C2)F)F)NS(=O)(=O)C2CC2)C=C1 (N-(5-(5-(1H-pyrazol-4-yl)-1H-benzo[d]imidazol-1-yl)-2′,4′-difluoro-[1,1′-biphenyl]-3-yl)cyclopropanesulfonamide), TEA, C(C)(=O)Cl (acetyl chloride). Solvent: C(Cl)Cl (DCM). Run at time 2 hour. Yields the product C(C)(=O)N1N=CC(=C1)C1=CC2=C(N(C=N2)C=2C=C(C=C(C2)C2=C(C=C(C=C2)F)F)NS(=O)(=O)C2CC2)C=C1 (N-(5-(5-(1-acetyl-1H-pyrazol-4-yl)-1H-benzo[d]imidazol-1-yl)-2′,4′-difluoro-[1,1′-biphenyl]-3-yl)cyclopropanesulfonamide). Yield: 74.0%. Reaction SMILES: [NH:1]1[CH:5]=[C:4]([C:6]2[CH:35]=[CH:34][C:9]3[N:10]([C:13]4[CH:14]=[C:15]([NH:27][S:28]([CH:31]5[CH2:33][CH2:32]5)(=[O:30])=[O:29])[CH:16]=[C:17]([C:19]5[CH:24]=[CH:23][C:22]([F:25])=[CH:21][C:20]=5[F:26])[CH:18]=4)[CH:11]=[N:12][C:8]=3[CH:7]=2)[CH:3]=[N:2]1.[C:36](Cl)(=[O:38])[CH3:37]>C(Cl)Cl>[C:36]([N:1]1[CH:5]=[C:4]([C:6]2[CH:35]=[CH:34][C:9]3[N:10]([C:13]4[CH:14]=[C:15]([NH:27][S:28]([CH:31]5[CH2:32][CH2:33]5)(=[O:29])=[O:30])[CH:16]=[C:17]([C:19]5[CH:24]=[CH:23][C:22]([F:25])=[CH:21][C:20]=5[F:26])[CH:18]=4)[CH:11]=[N:12][C:8]=3[CH:7]=2)[CH:3]=[N:2]1)(=[O:38])[CH3:37]. Reported procedure: To a solution of the compound of Example 203 (50 mg, 0.101 mmol) in DCM (1 ml) was added TEA (0.1 ml, 0.69 mmol, 6.9 eq.) followed by acetyl chloride (12 mg, 0.142 mmol, 1.4 eq.). The mixture was stirred for 2 h and quenched and extracted as in Example 1(d). The solvent was distilled off to afford the crude residue which was purified by preparative HPLC to yield the product in 74% yield (40 mg). H-NMR (300 MHz, DMSO-D6) δ=8.93 (bs, 1H), 8.72 (s, 1H), 8.50 (s, 1H), 8.24 (s, 1H), 7.83 (d, 1H), 7.7... Reactants: ice water, ClC1=C(C2=C(CC(O2)C(=O)OCC)C=C1)Cl (ethyl 6,7-dichloro-2,3-dihydro-2-benzofurancarboxylate), C(CCC)(=O)Cl (butyryl chloride), [Cl-].[Al+3].[Cl-].[Cl-] (aluminum chloride). Solvent: CH2Cl. Run at temperature 25 celsius, time 1 hour. Yields the product C(CCC)(=O)C=1C(=C(C2=C(CC(O2)C(=O)O)C1)Cl)Cl (5-butyryl-6,7-dichloro-2,3-dihydro-2-benzofurancarboxylic acid). Yield: 79.2%. Reaction SMILES: [Cl:1][C:2]1[CH:15]=[CH:14][C:5]2[CH2:6][CH:7]([C:9]([O:11]CC)=[O:10])[O:8][C:4]=2[C:3]=1[Cl:16].[C:17](Cl)(=[O:21])[CH2:18][CH2:19][CH3:20].[Cl-].[Al+3].[Cl-].[Cl-]>>[C:17]([C:15]1[C:2]([Cl:1])=[C:3]([Cl:16])[C:4]2[O:8][CH:7]([C:9]([OH:11])=[O:10])[CH2:6][C:5]=2[CH:14]=1)(=[O:21])[CH2:18][CH2:19][CH3:20] |f:2.3.4.5|. Reported procedure: To a stirred solution of ethyl 6,7-dichloro-2,3-dihydro-2-benzofurancarboxylate (13.4 g, 0.05 mole) and butyryl chloride (10 ml, 0.09 mole) in CH2Cl 2 (30 ml) cooled to 5° C. in an ice bath was added aluminum chloride (22.5 g, 0.17 mole) over a 10 minute period. The reaction mixture was stirred for 1 hour at 25° C. then for 20 minutes at reflux. The reaction mixture was poured into ice water, extracted into ether, washed with water and the ether evaporated in vacuo. The residue was treated with ...